Dataset: the Open Reaction Database (ORD), a public repository of structured organic reaction records. Task: describe an organic reaction: reactants, conditions, products, and yield The reactants are Cn1c(C(F)(F)F)cc(=O)n(-c2cc(Oc3ccc(OCc4ccccc4)cc3)c(N)cc2F)c1=O, CC(C)CCON=O, CC#N, Cl[Cu], Cl[Cu]Cl, Cl. The product is Cn1c(C(F)(F)F)cc(=O)n(-c2cc(Oc3ccc(OCc4ccccc4)cc3)c(Cl)cc2F)c1=O. Reaction SMILES: [CH2:9]([c:10]1[cH:11][cH:12][cH:13][cH:14][cH:15]1)[O:16][c:17]1[cH:18][cH:19][c:20]([O:21][c:22]2[c:23]([NH2:24])[cH:25][c:26]([F:42])[c:27](-[n:29]3[c:30](=[O:41])[n:31]([CH3:40])[c:32]([C:36]([F:37])([F:38])[F:39])[cH:33][c:34]3=[O:35])[cH:28]2)[cH:43][cH:44]1.[CH3:1][CH:2]([CH2:3][CH2:4][O:5][N:6]=[O:7])[CH3:8].[CH3:51][C:52]#[N:53].[Cl:46][Cu:47].[Cl:48][Cu:49][Cl:50].[ClH:45]>>[CH2:9]([c:10]1[cH:11][cH:12][cH:13][cH:14][cH:15]1)[O:16][c:17]1[cH:18][cH:19][c:20]([O:21][c:22]2[c:23]([Cl:45])[cH:25][c:26]([F:42])[c:27](-[n:29]3[c:30](=[O:41])[n:31]([CH3:40])[c:32]([C:36]([F:37])([F:38])[F:39])[cH:33][c:34]3=[O:35])[cH:28]2)[cH:43][cH:44]1. Procedure: Add nitromethane (200 mL) to a suspension of potassium carbonate (30 g) and 3,5-difluorobenzaldehyde (200 g) in tetrahydrofuran (600 mL) at room temperature. Stir at room temperature overnight, filter, wash with ethyl acetate and concentrate to give the desired compound as a crude oil (330 g) which is used in the next step without further purification. The reactants are [N+](=O)([O-])C (nitromethane), C([O-])([O-])=O.[K+].[K+] (potassium carbonate), FC=1C=C(C=O)C=C(C1)F (3,5-difluorobenzaldehyde). Yields the product FC=1C=C(C=C(C1)F)C(C[N+](=O)[O-])O (1-(3,5-Difluorophenyl)-2-nitroethanol), crude oil. Run in O1CCCC1 (tetrahydrofuran). Reaction conditions: time 8 hour. Reaction SMILES: [N+:1]([CH3:4])([O-:3])=[O:2].C(=O)([O-])[O-].[K+].[K+].[F:11][C:12]1[CH:13]=[C:14]([CH:17]=[C:18]([F:20])[CH:19]=1)[CH:15]=[O:16]>O1CCCC1>[F:11][C:12]1[CH:13]=[C:14]([CH:15]([OH:16])[CH2:4][N+:1]([O-:3])=[O:2])[CH:17]=[C:18]([F:20])[CH:19]=1 |f:1.2.3|. Starting materials: ClCCl, O=[Cr](=O)([O-])Cl, Cc1ccccc1C(=O)NCC(C)O, c1cc[nH+]cc1. The product is CC(=O)CNC(=O)c1ccccc1C. As a reaction SMILES: [Cl:26][CH2:27][Cl:28].[O:1]=[Cr:2]([Cl:3])([O-:4])=[O:5].[c:12]1([CH3:25])[c:13]([C:18](=[O:19])[NH:20][CH2:21][CH:22]([CH3:23])[OH:24])[cH:14][cH:15][cH:16][cH:17]1.[nH+:6]1[cH:7][cH:8][cH:9][cH:10][cH:11]1>>[c:12]1([CH3:25])[c:13]([C:18](=[O:19])[NH:20][CH2:21][C:22]([CH3:23])=[O:24])[cH:14][cH:15][cH:16][cH:17]1. As a reaction SMILES: [Cl:6][c:7]1[cH:8][c:9](-[c:13]2[cH:14][c:15]([CH3:20])[c:16](=[O:19])[nH:17][n:18]2)[cH:10][cH:11][cH:12]1.[P:1]([Cl:2])([Cl:3])([Cl:4])=[O:5]>>[Cl:3][c:16]1[c:15]([CH3:20])[cH:14][c:13](-[c:9]2[cH:8][c:7]([Cl:6])[cH:12][cH:11][cH:10]2)[n:18][n:17]1. Starting materials: Cc1cc(-c2cccc(Cl)c2)n[nH]c1=O, O=P(Cl)(Cl)Cl. Product: Cc1cc(-c2cccc(Cl)c2)nnc1Cl.